This data is from the Open Reaction Database (ORD), a public repository of structured organic reaction records. The task is: describe an organic reaction: reactants, conditions, products, and yield Reactants: [H-].[Na+] (sodium hydride), C(C)(C)(C)OC(=O)N1CCN(CC1)C1=CC=C(C=C1)OCC(CCN1C(=NC(=C1)[N+](=O)[O-])Cl)(C)O (4-{4-[4-(2-Chloro-4-nitroimidazol-1-yl)-2-hydroxy-2-methylbutoxy]phenyl}piperazine-1-carboxylic acid tert-butyl ester), O (Water). Run in CN(C=O)C (dimethylformamide). Reaction conditions: time 3 hour. Product: C(C)(C)(C)OC(=O)N1CCN(CC1)C1=CC=C(C=C1)OCC1(CCN2C(O1)=NC(=C2)[N+](=O)[O-])C (4-[4-(7-methyl-2-nitro-6,7-dihydro-5H-imidazo[2,1-b][1,3]oxazin-7-ylmethoxy)phenyl]piperazine-1-carboxylic acid tert-butyl ester). The yield is 53.3%. RXN SMILES: [C:1]([O:5][C:6]([N:8]1[CH2:13][CH2:12][N:11]([C:14]2[CH:19]=[CH:18][C:17]([O:20][CH2:21][C:22]([OH:35])([CH3:34])[CH2:23][CH2:24][N:25]3[CH:29]=[C:28]([N+:30]([O-:32])=[O:31])[N:27]=[C:26]3Cl)=[CH:16][CH:15]=2)[CH2:10][CH2:9]1)=[O:7])([CH3:4])([CH3:3])[CH3:2].[H-].[Na+].O>CN(C)C=O>[C:1]([O:5][C:6]([N:8]1[CH2:13][CH2:12][N:11]([C:14]2[CH:19]=[CH:18][C:17]([O:20][CH2:21][C:22]3([CH3:34])[O:35][C:26]4=[N:27][C:28]([N+:30]([O-:32])=[O:31])=[CH:29][N:25]4[CH2:24][CH2:23]3)=[CH:16][CH:15]=2)[CH2:10][CH2:9]1)=[O:7])([CH3:4])([CH3:3])[CH3:2] |f:1.2|. Reported procedure: 4-{4-[4-(2-Chloro-4-nitroimidazol-1-yl)-2-hydroxy-2-methylbutoxy]phenyl}piperazine-1-carboxylic acid tert-butyl ester (2.12 g) was dissolved in dimethylformamide (21 ml). 60% sodium hydride (0.24 g) was added thereto, and the mixture was stirred at room temperature for 3 hours. Water was added to the reaction mixture, the mixture was subjected to extraction with methylene chloride, and then dried over sodium sulfate. After filtering, the filtrate was concentrated under reduced pressure. The resi...